Dataset: the Open Reaction Database (ORD), a public repository of structured organic reaction records. Task: describe an organic reaction: reactants, conditions, products, and yield The reactants are C(C)(=O)N1CCN(CC1)C1=CC=C(C=C1)OCCCOC1C=CCCC1 (1-acetyl-4-[4-[3-(2-cyclohexen-1-yloxy)propyloxy]phenyl]piperazine). The reagents and catalysts are [C].[Pd] (palladium-carbon). The solvent is C(C)O (ethanol). Yields the product C(C)(=O)N1CCN(CC1)C1=CC=C(C=C1)OCCCOC1CCCCC1 (1-acetyl-4-[4-(3-cyclohexyloxypropyloxy)phenyl]piperazine). Yield: 75.7%. RXN SMILES: [C:1]([N:4]1[CH2:9][CH2:8][N:7]([C:10]2[CH:15]=[CH:14][C:13]([O:16][CH2:17][CH2:18][CH2:19][O:20][CH:21]3[CH2:26][CH2:25][CH2:24][CH:23]=[CH:22]3)=[CH:12][CH:11]=2)[CH2:6][CH2:5]1)(=[O:3])[CH3:2]>C(O)C.[C].[Pd]>[C:1]([N:4]1[CH2:9][CH2:8][N:7]([C:10]2[CH:11]=[CH:12][C:13]([O:16][CH2:17][CH2:18][CH2:19][O:20][CH:21]3[CH2:22][CH2:23][CH2:24][CH2:25][CH2:26]3)=[CH:14][CH:15]=2)[CH2:6][CH2:5]1)(=[O:3])[CH3:2] |f:2.3|. Reported procedure: A mixture of crude 1-acetyl-4-[4-[3-(2-cyclohexen-1-yloxy)propyloxy]phenyl]piperazine (1.55 g) in ethanol (16 ml) was hydrogenated at atmospheric pressure with 10% palladium-carbon (0.16 g) for 5 hours. After removal of catalyst by filtration, the filtrate was concentrated in vacuo to give crude 1-acetyl-4-[4-(3-cyclohexyloxypropyloxy)phenyl]piperazine (1.18 g), that was used in the next reaction directly, as a brown oil. Reactants: COC(=O)C#CC(=O)c1ccc(OC)cc1, [K+], C1CCOC1, [OH-], O. The product is COc1ccc(C(=O)C#CC(=O)O)cc1. Reaction SMILES: [CH3:1][O:2][c:3]1[cH:4][cH:5][c:6]([C:7](=[O:8])[C:9]#[C:10][C:11](=[O:12])[O:13][CH3:14])[cH:15][cH:16]1.[K+:18].[O:20]1[CH2:21][CH2:22][CH2:23][CH2:24]1.[OH-:17].[OH2:19]>>[CH3:1][O:2][c:3]1[cH:4][cH:5][c:6]([C:7](=[O:8])[C:9]#[C:10][C:11](=[O:12])[OH:13])[cH:15][cH:16]1.